Dataset: the Open Reaction Database (ORD), a public repository of structured organic reaction records. Task: describe an organic reaction: reactants, conditions, products, and yield Reactants: N1(CCCCC1)C1CCNCC1 ([1,4′]Bipiperidinyl), BrCC#N (bromoacetonitrile). The product is N1(CCCCC1)C1CCN(CC1)CC#N ([1,4′]Bipiperidinyl-1′-yl-acetonitrile). RXN SMILES: [N:1]1([CH:7]2[CH2:12][CH2:11][NH:10][CH2:9][CH2:8]2)[CH2:6][CH2:5][CH2:4][CH2:3][CH2:2]1.Br[CH2:14][C:15]#[N:16]>>[N:1]1([CH:7]2[CH2:12][CH2:11][N:10]([CH2:14][C:15]#[N:16])[CH2:9][CH2:8]2)[CH2:6][CH2:5][CH2:4][CH2:3][CH2:2]1. Procedure: The title compound is synthesized by coupling of [1,4′]Bipiperidinyl (commercially available from Fluorochem Ltd) and bromoacetonitrile analogously to the preparation of Intermediate 149.2 as a colorless oil; ES-MS: M+=208.2. The reactants are NC1=C(C(=NC(=C1F)C1=CC(=C(C=C1)OC(F)F)F)C(=O)OC)Cl (methyl 4-amino-3-chloro-6-(4-(difluoromethoxy)-3-fluorophenyl)-5-fluoropicolinate), [OH-].[Na+] (sodium hydroxide), solution. Run in CO (MeOH). Conditions: time 12 hour. Product: NC1=C(C(=NC(=C1F)C1=CC(=C(C=C1)OC(F)F)F)C(=O)O)Cl (4-amino-3-chloro-6-(4-(difluoromethoxy)-3-fluorophenyl)-5-fluoropicolinic acid). The yield is 59.2%. Reaction SMILES: [NH2:1][C:2]1[C:7]([F:8])=[C:6]([C:9]2[CH:14]=[CH:13][C:12]([O:15][CH:16]([F:18])[F:17])=[C:11]([F:19])[CH:10]=2)[N:5]=[C:4]([C:20]([O:22]C)=[O:21])[C:3]=1[Cl:24].[OH-].[Na+]>CO>[NH2:1][C:2]1[C:7]([F:8])=[C:6]([C:9]2[CH:14]=[CH:13][C:12]([O:15][CH:16]([F:18])[F:17])=[C:11]([F:19])[CH:10]=2)[N:5]=[C:4]([C:20]([OH:22])=[O:21])[C:3]=1[Cl:24] |f:1.2|. Procedure details: To a flask charged with MeOH (2 mL) was added methyl 4-amino-3-chloro-6-(4-(difluoromethoxy)-3-fluorophenyl)-5-fluoropicolinate (190 mg, 0.52 mmol) and sodium hydroxide 2 M solution (1 mL, 1 mmol). Following 12 h of mechanical stirring, the reaction mixture was concentrated using a rotary evaporator with a water bath temperature of 40° C. Water was added to the resulting oil and the solution was slowly acidified by the addition of concentrated HCl until a tan precipitate formed. Filtration using... Starting materials: [H-].[Na+] (sodium hydride), FC1=C(C=CC(=C1)F)C=1C(=C2C=CC(=CC2=CC1)O)C(C1=CC=C(C=C1)OCCN1CCCCC1)O (6-(2,4-difluoro-phenyl)-5-{hydroxy-[4-(2-piperidin-1-yl-ethoxy)-phenyl]-methyl}-naphthalen-2-ol), O (water). Solvent: CN(C)C=O (DMF). Yields the product FC=1C=C2OC(C3=C4C=CC(=CC4=CC=C3C2=CC1)O)C1=CC=C(C=C1)OCCN1CCCCC1 (8-Fluoro-5-[4-(2-piperidin-1-yl-ethoxy)-phenyl]-5H-6-oxa-chrysen-2-ol). Isolated yield 66.9%. RXN SMILES: F[C:2]1[CH:7]=[C:6]([F:8])[CH:5]=[CH:4][C:3]=1[C:9]1[C:10]([CH:20]([OH:36])[C:21]2[CH:26]=[CH:25][C:24]([O:27][CH2:28][CH2:29][N:30]3[CH2:35][CH2:34][CH2:33][CH2:32][CH2:31]3)=[CH:23][CH:22]=2)=[C:11]2[C:16](=[CH:17][CH:18]=1)[CH:15]=[C:14]([OH:19])[CH:13]=[CH:12]2.[H-].[Na+].O>CN(C=O)C>[F:8][C:6]1[CH:5]=[C:4]2[C:3](=[CH:2][CH:7]=1)[C:9]1[C:10](=[C:11]3[C:16](=[CH:17][CH:18]=1)[CH:15]=[C:14]([OH:19])[CH:13]=[CH:12]3)[CH:20]([C:21]1[CH:22]=[CH:23][C:24]([O:27][CH2:28][CH2:29][N:30]3[CH2:31][CH2:32][CH2:33][CH2:34][CH2:35]3)=[CH:25][CH:26]=1)[O:36]2 |f:1.2|. Procedure details: Dissolve 6-(2,4-difluoro-phenyl)-5-{hydroxy-[4-(2-piperidin-1-yl-ethoxy)-phenyl]-methyl}-naphthalen-2-ol (3.4 g, 7.0 mmol) in dry DMF (70 mL). Slowly add sodium hydride (440 mg, 18 mmol) and plunge into a 140° C. oil bath for 30 minutes. Cool to room temperature and pour into water. Adjust the pH to 7 and extract three times with methylene chloride. Wash combined organic layers with water, dry with sodium sulfate, filter and concentrate. Triturate with ether to yield 2.2 g (69%) of the title com... The reactants are CCCCCCCCCCCCCC(CC(N)=O)OC(=O)C(CCCC(=O)OCc1ccccc1)NC(=O)OC(C)(C)C, CO, [H][H]. Product: CCCCCCCCCCCCCC(CC(N)=O)OC(=O)C(CCCC(=O)O)NC(=O)OC(C)(C)C. RXN SMILES: [CH2:1]([c:2]1[cH:3][cH:4][cH:5][cH:6][cH:7]1)[O:8][C:9](=[O:10])[CH2:11][CH2:12][CH2:13][CH:14]([C:15](=[O:16])[O:17][CH:18]([CH2:19][C:20](=[O:21])[NH2:22])[CH2:23][CH2:24][CH2:25][CH2:26][CH2:27][CH2:28][CH2:29][CH2:30][CH2:31][CH2:32][CH2:33][CH2:34][CH3:35])[NH:36][C:37](=[O:38])[O:39][C:40]([CH3:41])([CH3:42])[CH3:43].[CH3:46][OH:47].[H:44][H:45]>>[O:8]=[C:9]([OH:10])[CH2:11][CH2:12][CH2:13][CH:14]([C:15](=[O:16])[O:17][CH:18]([CH2:19][C:20](=[O:21])[NH2:22])[CH2:23][CH2:24][CH2:25][CH2:26][CH2:27][CH2:28][CH2:29][CH2:30][CH2:31][CH2:32][CH2:33][CH2:34][CH3:35])[NH:36][C:37](=[O:38])[O:39][C:40]([CH3:41])([CH3:42])[CH3:43]. Starting materials: [BH3-]C#N, CC(=O)O, C=O, CC#N, O=[N+]([O-])c1cc(OCC2CCCN2)cc(C(F)(F)F)c1, [Na+]. Product: CN1CCCC1COc1cc([N+](=O)[O-])cc(C(F)(F)F)c1. Reaction SMILES: [C:23]([BH3-:24])#[N:25].[C:27]([OH:28])(=[O:29])[CH3:30].[CH2:21]=[O:22].[CH3:31][C:32]#[N:33].[N+:1](=[O:2])([O-:3])[c:4]1[cH:5][c:6]([O:7][CH2:8][CH:9]2[NH:10][CH2:11][CH2:12][CH2:13]2)[cH:14][c:15]([C:17]([F:18])([F:19])[F:20])[cH:16]1.[Na+:26]>>[N+:1](=[O:2])([O-:3])[c:4]1[cH:5][c:6]([O:7][CH2:8][CH:9]2[N:10]([CH3:23])[CH2:11][CH2:12][CH2:13]2)[cH:14][c:15]([C:17]([F:18])([F:19])[F:20])[cH:16]1. Reactants: NCC(C)(C)C=1NC(=C(N1)C=1C=C2CCC(C2=CC1)=O)C1=CC=NC=C1 (5-[2-(2-Amino-1,1-dimethyl-ethyl)-5-pyridin-4-yl-1H-imidazol-4-yl]-indan-1-one), CS(=O)(=O)Cl (methane sulphonyl chloride), C(C)(=O)OCC (ethyl acetate). Solvent: ClCCl (dichloromethane). Run at time 2 hour. Yields the product CC(CNS(=O)(=O)C)(C)C=1NC(=C(N1)C1=CC=NC=C1)C=1C=C2CCC(C2=CC1)=O (N-{2-Methyl-2-[5-(1-oxo-indan-5-yl)-4-pyridin-4-yl-1H-imidazol-2-yl]-propyl}-methanesulfonamide). Yield: 60.9%. Reaction SMILES: [NH2:1][CH2:2][C:3]([C:6]1[NH:7][C:8]([C:21]2[CH:26]=[CH:25][N:24]=[CH:23][CH:22]=2)=[C:9]([C:11]2[CH:12]=[C:13]3[C:17](=[CH:18][CH:19]=2)[C:16](=[O:20])[CH2:15][CH2:14]3)[N:10]=1)([CH3:5])[CH3:4].[CH3:27][S:28](Cl)(=[O:30])=[O:29].C(OCC)(=O)C>ClCCl>[CH3:4][C:3]([C:6]1[NH:10][C:9]([C:11]2[CH:12]=[C:13]3[C:17](=[CH:18][CH:19]=2)[C:16](=[O:20])[CH2:15][CH2:14]3)=[C:8]([C:21]2[CH:22]=[CH:23][N:24]=[CH:25][CH:26]=2)[N:7]=1)([CH3:5])[CH2:2][NH:1][S:28]([CH3:27])(=[O:30])=[O:29]. Procedure details: A mixture of the product of Example 1, Step 6 (0.1 g, 0.29 mmol) and methane sulphonyl chloride (0.023 ml, 0.3 mmol) in dichloromethane (3 ml) was stirred at room temperature for 2 hours. The reaction was then poured into ethyl acetate, washed with water and aqueous sodium hydrogen carbonate solution, dried (MgSO4) and concentrated in vacuo. The crude residue was then purified by silica gel chromatography eluting with a 1:9:90 mixture of 0.88 ammonia solution:methanol:dichloromethane to give the... Reactants: NC1=C(C=C(C=C1C(F)(F)F)C(F)(F)F)NC(CC(=O)OCC)=O (ethyl 3-(2-amino-3,5-bis(trifluoromethyl)phenylamino)-3-oxopropanoate). Solvent: C(C)(=O)O.C1CCOC1 (acetic acid THF). Product: FC(C1=CC2=C(NC(=N2)CC(=O)OCC)C(=C1)C(F)(F)F)(F)F (ethyl 2-(5,7-bis(trifluoromethyl)-1H-benzo[d]imidazol-2-yl)acetate). Yield: 81.8%. Reaction SMILES: [NH2:1][C:2]1[C:7]([C:8]([F:11])([F:10])[F:9])=[CH:6][C:5]([C:12]([F:15])([F:14])[F:13])=[CH:4][C:3]=1[NH:16][C:17](=O)[CH2:18][C:19]([O:21][CH2:22][CH3:23])=[O:20]>C(O)(=O)C.C1COCC1>[F:15][C:12]([F:13])([F:14])[C:5]1[CH:6]=[C:7]([C:8]([F:11])([F:10])[F:9])[C:2]2[NH:1][C:17]([CH2:18][C:19]([O:21][CH2:22][CH3:23])=[O:20])=[N:16][C:3]=2[CH:4]=1 |f:1.2|. Procedure details: A solution of ethyl 3-(2-amino-3,5-bis(trifluoromethyl)phenylamino)-3-oxopropanoate (330 mg, 0.92 mmol) in 3:1 acetic acid/THF (4 mL) was heated at reflux for 18 h. The mixture was concentrated in-vacuo, and the residue was purified over silica gel, eluting with 20%-30%-40% EtOAc/heptane, to yield 256 mg of a colorless oil as product. 1H NMR (500 MHz, DMSO) δ ppm 1.20 (m, 3 H) 4.11 (m, 4 H) 7.82 (m, 1 H) 8.28 (m, 1 H) 13.37 (m, 1 H). The reactants are O=C=Nc1ccc(C(F)(F)F)c(Cl)c1, CC1NCC(C(N)=O)N(CCCC(=O)N2CCC3(CC3)C(O)C2)C1=O. The product is CC1C(=O)N(CCCC(=O)N2CCC3(CC3)C(O)C2)C(C(N)=O)CN1C(=O)Nc1ccc(C(F)(F)F)c(Cl)c1. As a reaction SMILES: [Cl:26][c:27]1[c:28]([C:36]([F:37])([F:38])[F:39])[cH:29][cH:30][c:31]([N:33]=[C:34]=[O:35])[cH:32]1.[OH:1][CH:2]1[C:3]2([CH2:4][CH2:5]2)[CH2:6][CH2:7][N:8]([C:10]([CH2:11][CH2:12][CH2:13][N:14]2[CH:15]([C:22](=[O:23])[NH2:24])[CH2:16][NH:17][CH:18]([CH3:21])[C:19]2=[O:20])=[O:25])[CH2:9]1>>[OH:1][CH:2]1[C:3]2([CH2:4][CH2:5]2)[CH2:6][CH2:7][N:8]([C:10]([CH2:11][CH2:12][CH2:13][N:14]2[CH:15]([C:22](=[O:23])[NH2:24])[CH2:16][N:17]([C:34]([NH:33][c:31]3[cH:30][cH:29][c:28]([C:36]([F:37])([F:38])[F:39])[c:27]([Cl:26])[cH:32]3)=[O:35])[CH:18]([CH3:21])[C:19]2=[O:20])=[O:25])[CH2:9]1.